From a dataset of the Open Reaction Database (ORD), a public repository of structured organic reaction records. describe an organic reaction: reactants, conditions, products, and yield The reactants are C([O-])(O)=O.[K+] (potassium bicarbonate), C(C)(C)(C)OC(CCNC(C)C)=O (3-isopropylamino-propanoic acid tert-butyl ester), ClC1=NC=C(C(=N1)Cl)[N+](=O)[O-] (2,4-dichloro-5-nitro-pyrimidine). The solvent is O (water), C(C)OCC (ethyl ether). Reaction conditions: time 3 hour. Product: C(C)(C)(C)OC(CCN(C(C)C)C1=NC(=NC=C1[N+](=O)[O-])Cl)=O (3-[(2-chloro-5-nitro-pyrimidin-4-yl)-isopropyl-amino]-propanoic acid tert-butyl ester). The yield is 92.8%. Reaction SMILES: [C:1]([O:5][C:6](=[O:13])[CH2:7][CH2:8][NH:9][CH:10]([CH3:12])[CH3:11])([CH3:4])([CH3:3])[CH3:2].[Cl:14][C:15]1[N:20]=[C:19](Cl)[C:18]([N+:22]([O-:24])=[O:23])=[CH:17][N:16]=1.C(=O)(O)[O-].[K+]>O.C(OCC)C>[C:1]([O:5][C:6](=[O:13])[CH2:7][CH2:8][N:9]([C:17]1[C:18]([N+:22]([O-:24])=[O:23])=[CH:19][N:20]=[C:15]([Cl:14])[N:16]=1)[CH:10]([CH3:11])[CH3:12])([CH3:4])([CH3:3])[CH3:2] |f:2.3|. Procedure: A solution of 0.935 g (0.005 mole) of 3-isopropylamino-propanoic acid tert-butyl ester in 20 mL of water was added dropwise to a solution of 0.97 g (0.005 mole) of 2,4-dichloro-5-nitro-pyrimidine in 20 mL of ethyl ether. At 0 degrees, 1.0 g (0.010 mole) of potassium bicarbonate was added. The mixture was stirred at ambient temperature for 3 hours. The layers were then separated, and the aqueous layer extracted twice with 30 mL of ether. The combined organic layers were dried over anhydrous magne... Reported procedure: To a solution of (S)-5-(4-cyclohexyl-phenoxymethyl)-4,5-dihydro-oxazol-2-ylamine (0.91 g, 3.34 mmol) (prepared in accordance with the procedures set forth in Steps 1 and 2 of Example 1 and starting from R-epichlorohydrin and 4-cyclohexylphenol) in toluene (50 mL) was added 3-hydroxy-2-methylsulfanyl-acrylic acid ethyl ester (1.08 g, 6.68 mmol) prepared in accordance with the procedures in Step 1 of Example 87 The reaction mixture was heated at 80° C. for 18 hours. The reaction mixture was concen... Conditions: temperature 80 celsius. RXN SMILES: [CH:1]1([C:7]2[CH:20]=[CH:19][C:10]([O:11][CH2:12][C@H:13]3[O:17][C:16]([NH2:18])=[N:15][CH2:14]3)=[CH:9][CH:8]=2)[CH2:6][CH2:5][CH2:4][CH2:3][CH2:2]1.C1O[C@H]1CCl.C1(C2C=CC(O)=CC=2)CCCCC1.C([O:41][C:42](=O)[C:43]([S:46][CH3:47])=[CH:44]O)C>C1(C)C=CC=CC=1>[CH:1]1([C:7]2[CH:20]=[CH:19][C:10]([O:11][CH2:12][C@H:13]3[O:17][C:16]4=[N:18][C:42](=[O:41])[C:43]([S:46][CH3:47])=[CH:44][N:15]4[CH2:14]3)=[CH:9][CH:8]=2)[CH2:2][CH2:3][CH2:4][CH2:5][CH2:6]1. The product is C1(CCCCC1)C1=CC=C(OC[C@@H]2CN3C(=NC(C(=C3)SC)=O)O2)C=C1 ((S)-2-(4-Cyclohexyl-phenoxymethyl)-6-methylsulfanyl-2,3-dihydro-oxazolo[3,2-a]pyrimidin-7-one). The reactants are C1(CCCCC1)C1=CC=C(OC[C@@H]2CN=C(O2)N)C=C1 ((S)-5-(4-cyclohexyl-phenoxymethyl)-4,5-dihydro-oxazol-2-ylamine), C(C)OC(C(=CO)SC)=O (3-hydroxy-2-methylsulfanyl-acrylic acid ethyl ester), C1[C@@H](O1)CCl (R-epichlorohydrin), C1(CCCCC1)C1=CC=C(C=C1)O (4-cyclohexylphenol). The yield is 35.4%. Run in C1(=CC=CC=C1)C (toluene). Conditions: temperature 50 celsius, time 30 minute. Starting materials: C(C)(C)(C)OC(=O)N1CC(N(CCC1)CCCCN(CCC)[C@H](CC1=CC=C(C=C1)S(=O)(=O)C)C)=O (4-(4-{[(S)-2-(4-methanesulfonylphenyl)-1-methylethyl]-propylamino}butyl)-3-oxo-[1,4]diazepane-1-carboxylic acid tert-butyl ester), Cl (hydrochloric acid), C([O-])([O-])=O.[Na+].[Na+] (sodium carbonate). Procedure: A mixture of 4-(4-{[(S)-2-(4-methanesulfonylphenyl)-1-methylethyl]-propylamino}butyl)-3-oxo-[1,4]diazepane-1-carboxylic acid tert-butyl ester (0.9 g, 1.75 mmole) and 3N hydrochloric acid (4 mL) was warmed to 50° C. The reaction mixture was stirred at room temperature for 30 minutes, and the pH was adjusted to 10 with saturated sodium carbonate. The mixture was extracted with ethyl acetate (30 mL), and the organic phase was dried (magnesium sulfate), and concentrated. The residue was dissolved in... The product is Cl.Cl.CS(=O)(=O)C1=CC=C(C=C1)C[C@H](C)N(CCCCN1C(CNCCC1)=O)CCC (1-(4-{[(S)-2-(−4-methanesulfonyl-phenyl)-1-methylethyl]propylamino}butyl)-[1,4]diazepan-2-one, dihydrochloride salt). Reaction SMILES: C(OC([N:8]1[CH2:14][CH2:13][CH2:12][N:11]([CH2:15][CH2:16][CH2:17][CH2:18][N:19]([C@@H:23]([CH3:35])[CH2:24][C:25]2[CH:30]=[CH:29][C:28]([S:31]([CH3:34])(=[O:33])=[O:32])=[CH:27][CH:26]=2)[CH2:20][CH2:21][CH3:22])[C:10](=[O:36])[CH2:9]1)=O)(C)(C)C.[ClH:37].C(=O)([O-])[O-].[Na+].[Na+]>>[ClH:37].[ClH:37].[CH3:34][S:31]([C:28]1[CH:29]=[CH:30][C:25]([CH2:24][C@@H:23]([N:19]([CH2:20][CH2:21][CH3:22])[CH2:18][CH2:17][CH2:16][CH2:15][N:11]2[CH2:12][CH2:13][CH2:14][NH:8][CH2:9][C:10]2=[O:36])[CH3:35])=[CH:26][CH:27]=1)(=[O:32])=[O:33] |f:2.3.4,5.6.7|. Reactants: O=C([O-])[O-], ClCc1cn2ccccc2n1, [Cs+], [Cs+], CN(C)C=O, O, CC1(C)OC(c2ccc(C#N)cc2)=C(c2ccc(O)cc2)C1=O. Product: CC1(C)OC(c2ccc(C#N)cc2)=C(c2ccc(OCc3cn4ccccc4n3)cc2)C1=O. RXN SMILES: [C:24](=[O:25])([O-:26])[O-:27].[Cl:35][CH2:36][c:37]1[n:38][c:39]2[n:40]([cH:41][cH:42][cH:43][cH:44]2)[cH:45]1.[Cs+:28].[Cs+:29].[O:30]=[CH:31][N:32]([CH3:33])[CH3:34].[OH2:46].[OH:1][c:2]1[cH:3][cH:4][c:5]([C:8]2=[C:9]([c:16]3[cH:17][cH:18][c:19]([C:20]#[N:21])[cH:22][cH:23]3)[O:10][C:11]([CH3:14])([CH3:15])[C:12]2=[O:13])[cH:6][cH:7]1>>[O:1]([c:2]1[cH:3][cH:4][c:5]([C:8]2=[C:9]([c:16]3[cH:17][cH:18][c:19]([C:20]#[N:21])[cH:22][cH:23]3)[O:10][C:11]([CH3:14])([CH3:15])[C:12]2=[O:13])[cH:6][cH:7]1)[CH2:36][c:37]1[n:38][c:39]2[n:40]([cH:41][cH:42][cH:43][cH:44]2)[cH:45]1.